Dataset: the Open Reaction Database (ORD), a public repository of structured organic reaction records. Task: describe an organic reaction: reactants, conditions, products, and yield Reactants: C1(CCCCC1)N1N=C(C=C1N1[C@H](C[C@H](C1)S(=O)(=O)C1=C(C=CC=C1)C(F)(F)F)C(=O)O)C ((2R,4R)-1-(2-cyclohexyl-5-methyl-2H-pyrazol-3-yl)-4-(2-trifluoromethyl-benzenesulfonyl)-pyrrolidine-2-carboxylic acid), COC(=O)[C@H]1N(C[C@@H](C1)S(=O)(=O)C1=C(C=CC=C1)C(F)(F)F)C=1N(N=C(C1)C)C1CCCCC1 ((2S,4R)-1-(2-cyclohexyl-5-methyl-2H-pyrazol-3-yl)-4-(2-trifluoromethyl-benzenesulfonyl)-pyrrolidine-2-carboxylic acid methyl ester), COC(=O)[C@@H]1N(C[C@@H](C1)S(=O)(=O)C1=C(C=CC=C1)C(F)(F)F)C=1N(N=C(C1)C)C1CCCCC1 ((2R,4R)-1-(2-cyclohexyl-5-methyl-2H-pyrazol-3-yl)-4-(2-trifluoromethyl-benzenesulfonyl)-pyrrolidine-2-carboxylic acid methyl ester), [OH-].[Li+] (lithium hydroxide). Yields the product C1(CCCCC1)N1N=C(C=C1N1[C@@H](C[C@H](C1)S(=O)(=O)C1=C(C=CC=C1)C(F)(F)F)C(=O)O)C ((2S,4R)-1-(2-Cyclohexyl-5-methyl-2H-pyrazol-3-yl)-4-(2-trifluoromethyl-benzenesulfonyl)-pyrrolidine-2-carboxylic acid). Reaction SMILES: C[O:2][C:3]([C@@H:5]1[CH2:9][C@@H:8]([S:10]([C:13]2[CH:18]=[CH:17][CH:16]=[CH:15][C:14]=2[C:19]([F:22])([F:21])[F:20])(=[O:12])=[O:11])[CH2:7][N:6]1[C:23]1[N:24]([CH:29]2[CH2:34][CH2:33][CH2:32][CH2:31][CH2:30]2)[N:25]=[C:26]([CH3:28])[CH:27]=1)=[O:4].COC([C@H]1C[C@@H](S(C2C=CC=CC=2C(F)(F)F)(=O)=O)CN1C1N(C2CCCCC2)N=C(C)C=1)=O.[OH-].[Li+].C1(N2C(N3C[C@H](S(C4C=CC=CC=4C(F)(F)F)(=O)=O)C[C@@H]3C(O)=O)=CC(C)=N2)CCCCC1>>[CH:29]1([N:24]2[C:23]([N:6]3[CH2:7][C@H:8]([S:10]([C:13]4[CH:18]=[CH:17][CH:16]=[CH:15][C:14]=4[C:19]([F:22])([F:21])[F:20])(=[O:11])=[O:12])[CH2:9][C@H:5]3[C:3]([OH:4])=[O:2])=[CH:27][C:26]([CH3:28])=[N:25]2)[CH2:30][CH2:31][CH2:32][CH2:33][CH2:34]1 |f:2.3|. Procedure: In analogy to the procedure described in example 253e, a mixture of (2S,4R)-1-(2-cyclohexyl-5-methyl-2H-pyrazol-3-yl)-4-(2-trifluoromethyl-benzenesulfonyl)-pyrrolidine-2-carboxylic acid methyl ester and (2R,4R)-1-(2-cyclohexyl-5-methyl-2H-pyrazol-3-yl)-4-(2-trifluoromethyl-benzenesulfonyl)-pyrrolidine-2-carboxylic acid methyl ester was saponified in the presence of lithium hydroxide to give a mixture of the title compound and (2R,4R)-1-(2-cyclohexyl-5-methyl-2H-pyrazol-3-yl)-4-(2-trifluoromethyl...